This data is from the Open Reaction Database (ORD), a public repository of structured organic reaction records. The task is: describe an organic reaction: reactants, conditions, products, and yield The reactants are C(C)(C)N(CC)C(C)C (diisopropylethylamine), C(C)(C)(C)OC(NC1CCN(CC1)S(=O)(=O)C1=CC=C(C=C1)NC)=O ([1-(4-Methylamino-benzenesulfonyl)-piperidin-4-yl]-carbamic acid tert-butyl ester), O1CCC(CC1)C(=O)Cl (tetrahydro-2H-pyran-4-carbonyl chloride). The solvent is C1CCOC1 (THF). Conditions: time 3 hour. The product is C(C)(C)(C)OC(NC1CCN(CC1)S(=O)(=O)C1=CC=C(C=C1)N(C(=O)C1CCOCC1)C)=O ((1-{4-[Methyl-(tetrahydro-pyran-4-carbonyl)-amino]-benzenesulfonyl}-piperidin-4-yl)-carbamic acid tert-butyl ester). Isolated yield 100.9%. As a reaction SMILES: [C:1]([O:5][C:6](=[O:25])[NH:7][CH:8]1[CH2:13][CH2:12][N:11]([S:14]([C:17]2[CH:22]=[CH:21][C:20]([NH:23][CH3:24])=[CH:19][CH:18]=2)(=[O:16])=[O:15])[CH2:10][CH2:9]1)([CH3:4])([CH3:3])[CH3:2].C(N(C(C)C)CC)(C)C.[O:35]1[CH2:40][CH2:39][CH:38]([C:41](Cl)=[O:42])[CH2:37][CH2:36]1>C1COCC1>[C:1]([O:5][C:6](=[O:25])[NH:7][CH:8]1[CH2:9][CH2:10][N:11]([S:14]([C:17]2[CH:18]=[CH:19][C:20]([N:23]([CH3:24])[C:41]([CH:38]3[CH2:39][CH2:40][O:35][CH2:36][CH2:37]3)=[O:42])=[CH:21][CH:22]=2)(=[O:16])=[O:15])[CH2:12][CH2:13]1)([CH3:4])([CH3:3])[CH3:2]. Reported procedure: [1-(4-Methylamino-benzenesulfonyl)-piperidin-4-yl]-carbamic acid tert-butyl ester (0.13 g, 0.35 mmol) was dissolved in THF (5 ml). To this was added diisopropylethylamine (0.18 ml, 0.7 mmol) in one portion followed by the drop wise addition of tetrahydro-2H-pyran-4-carbonyl chloride (0.06 ml, 0.38 mmol) and the mixture was stirred at room temperature under a nitrogen atmosphere for 3 hours. After this time the mixture was concentrated, diluted with DCM (200 ml) and washed sequentially with HCl (... Starting materials: [Cl-].[NH4+] (ammonium chloride), C(C)(=O)C=1C=CC(=NC1)Br (5-acetyl-2-bromopyridine), C([O-])([O-])=O.[K+].[K+] (potassium carbonate), N1N=NC=C1 (1H-1,2,3-triazole). Solvent: CN(C=O)C (dimethylformamide), O (water). Conditions: temperature 100 celsius. The product is C(C)(=O)C=1C=CC(=NC1)N1N=CC=N1 (5-acetyl-2-(2H-1,2,3-triazole-2-yl)pyridine). Yield: 17.0%. As a reaction SMILES: [NH:1]1[CH:5]=[CH:4][N:3]=[N:2]1.[C:6]([C:9]1[CH:10]=[CH:11][C:12](Br)=[N:13][CH:14]=1)(=[O:8])[CH3:7].C(=O)([O-])[O-].[K+].[K+].[Cl-].[NH4+]>CN(C)C=O.O>[C:6]([C:9]1[CH:10]=[CH:11][C:12]([N:2]2[N:3]=[CH:4][CH:5]=[N:1]2)=[N:13][CH:14]=1)(=[O:8])[CH3:7] |f:2.3.4,5.6|. Reported procedure: 207 mg (corresponding to 3.00 mmol) of 1H-1,2,3-triazole was dissolved in 5 mL of dimethylformamide. Then, 200 mg (corresponding to 1.00 mmol) of 5-acetyl-2-bromopyridine and 414 mg (corresponding to 3.00 mmol) of potassium carbonate were added thereto. The resulting solution was heated at 100° C. for 3 hours. After the completion of the reaction, the reaction solution was cooled down to room temperature, supplemented with a saturated ammonium chloride aqueous solution and water, and extracted 3... The reactants are CS(=O)(=O)O (methane sulfonic acid), ClC1=CC(=CC2=C1OC1=C(S(C2)(=O)=O)C=C(C=C1C)C(=O)O)N1CCNCC1 (4-Chloro-6-methyl-10,10-dioxo-2-piperazin-1-yl-10,11-dihydro-5-oxa-10lambda*6*-thia-dibenzo[a,d]cycloheptene-8-carboxylic acid). The solvent is CO (methanol), CO (methanol). Reaction conditions: time 1 hour. The product is S(C)(=O)(=O)O.ClC1=CC(=CC2=C1OC1=C(S(C2)(=O)=O)C=C(C=C1C)C(=O)O)N1CCNCC1 (4-Chloro-6-methyl-10,10-dioxo-2-piperazin-1-yl-10,11-dihydro-5-oxa-10lambda*6*-thia-dibenzo[a,d]cycloheptene-8-carboxylic acid mesylate). Reaction SMILES: [CH3:1][S:2]([OH:5])(=[O:4])=[O:3].[Cl:6][C:7]1[C:12]2[O:13][C:14]3[C:23]([CH3:24])=[CH:22][C:21]([C:25]([OH:27])=[O:26])=[CH:20][C:15]=3[S:16](=[O:19])(=[O:18])[CH2:17][C:11]=2[CH:10]=[C:9]([N:28]2[CH2:33][CH2:32][NH:31][CH2:30][CH2:29]2)[CH:8]=1>CO>[S:2]([OH:5])(=[O:4])(=[O:3])[CH3:1].[Cl:6][C:7]1[C:12]2[O:13][C:14]3[C:23]([CH3:24])=[CH:22][C:21]([C:25]([OH:27])=[O:26])=[CH:20][C:15]=3[S:16](=[O:18])(=[O:19])[CH2:17][C:11]=2[CH:10]=[C:9]([N:28]2[CH2:29][CH2:30][NH:31][CH2:32][CH2:33]2)[CH:8]=1 |f:3.4|. Procedure details: A solution of methane sulfonic acid (0.058 mL, 0.852 mmol) in methanol (1 mL) was added to a solution of compound of Example 18 (0.3 g, 0.710 mmol) in methanol (10 mL) at 25° C. and filtered. The solution was stirred for 1 h and the precipitated solid was filtered, washed using methanol and dried to obtain the title compound. Yield: 0.244 g, (66%); mp 278-280° C.; 1H NMR (DMSO-d6, 300 MHz): δ 2.31 (s, 3H, CH3), 2.62 (s, 3H, CH3), 3.21 (s, 4H, 2CH2), 3.38 (s, 4H, 2CH2), 5.16 (s, 2H, CH2), 7.19 (s...